This data is from the Open Reaction Database (ORD), a public repository of structured organic reaction records. The task is: describe an organic reaction: reactants, conditions, products, and yield Starting materials: solution, Cl (hydrogen chloride), FC(OC=1C=C(C=CC1)CCC1=C(OCC[C@H]2N(CCC2)C)C=CC=C1)F ((S)-2-(2-{2-[2-(3-difluoromethoxyphenyl)ethyl]phenoxy}ethyl)-1-methylpyrrolidine). Solvent: O1CCOCC1 (dioxane), O1CCOCC1 (dioxane). Product: Cl.FC(OC=1C=C(C=CC1)CCC1=C(OCC[C@H]2N(CCC2)C)C=CC=C1)F ((S)-2-(2-{2-[2-(3-Difluoromethoxyphenyl)ethyl]phenoxy}ethyl)-1-methylpyrrolidine hydrochloride). Isolated yield 50.0%. RXN SMILES: [F:1][CH:2]([F:27])[O:3][C:4]1[CH:5]=[C:6]([CH2:10][CH2:11][C:12]2[CH:26]=[CH:25][CH:24]=[CH:23][C:13]=2[O:14][CH2:15][CH2:16][C@@H:17]2[CH2:21][CH2:20][CH2:19][N:18]2[CH3:22])[CH:7]=[CH:8][CH:9]=1.[ClH:28]>O1CCOCC1>[ClH:28].[F:27][CH:2]([F:1])[O:3][C:4]1[CH:5]=[C:6]([CH2:10][CH2:11][C:12]2[CH:26]=[CH:25][CH:24]=[CH:23][C:13]=2[O:14][CH2:15][CH2:16][C@@H:17]2[CH2:21][CH2:20][CH2:19][N:18]2[CH3:22])[CH:7]=[CH:8][CH:9]=1 |f:3.4|. Reported procedure: 0.690 g of (S)-2-(2-{2-[2-(3-difluoromethoxyphenyl)ethyl]phenoxy}ethyl)-1-methylpyrrolidine [prepared as described in step (b) above] was dissolved in 5 ml of dioxane, and 0.55 ml of a 4N solution of hydrogen chloride in dioxane was added to the solution, which was then concentrated by distillation under reduced pressure. The resulting oil was dissolved in 15 ml of ethyl acetate, and the solution was allowed to stand at room temperature. The crystals which precipitated were collected by filtrati... The reactants are C(C)(=O)OC=1C=C(C(=NC1)Cl)C (5-acetoxy-2-chloro-3-methylpyridine), C([O-])([O-])=O.[K+].[K+] (potassium carbonate), C(=O)(OC(C)(C)C)C1([C@](C=CC=C1)(S(=O)(=O)[O-])C)C.N1CCCC1 (1-BOC-2-(S)-methyltoluenesulfonate pyrrolidine). Run in CO (MeOH). Reaction conditions: time 2.5 hour. Product: C(=O)(OC(C)(C)C)N1[C@@H](CCC1)COC=1C=NC(=C(C1)C)Cl (3-(1-BOC-2-(S)-pyrrolidinylmethoxy)-6-chloro-5-methylpyridine). Yield: 46.2%. As a reaction SMILES: [C:1]([O:4][C:5]1[CH:6]=[C:7]([CH3:12])[C:8]([Cl:11])=[N:9][CH:10]=1)(=O)[CH3:2].C(=O)([O-])[O-].[K+].[K+].[C:19](C1(C)C=CC=C[C@]1(C)S([O-])(=O)=O)([O:21][C:22]([CH3:25])([CH3:24])[CH3:23])=[O:20].[NH:38]1C[CH2:41][CH2:40][CH2:39]1>CO>[C:19]([N:38]1[CH2:39][CH2:40][CH2:41][C@H:2]1[CH2:1][O:4][C:5]1[CH:10]=[N:9][C:8]([Cl:11])=[C:7]([CH3:12])[CH:6]=1)([O:21][C:22]([CH3:23])([CH3:24])[CH3:25])=[O:20] |f:1.2.3,4.5|. Procedure: To a solution of 5-acetoxy-2-chloro-3-methylpyridine (1.80 g, 8.9 mmol) in MeOH (5 mL) was added potassium carbonate (1.4 g, 10.1 mmol). The reaction mixture was allowed to stir at room tenperature for 2.5 h. Solvent was evaporated. The residue was then dissolved in DMF, and 1-BOC-2-(S)-methyltoluenesulfonate-pyrrolidine (2.0 g, 5.63 mmol) from a above was added. The reaction mixture was stirred at 60° C. for 16 h. Solvent was evaporated. The residue was chromatographed (silica gel; hexane/EtOAc... Reactants: COC(=O)c1sc(-n2cnc3cnc(CO[Si](C)(C)C(C)(C)C)cc32)cc1OC(C)c1ccc(C#N)cc1Cl, CO, N. Product: CC(Oc1cc(-n2cnc3cnc(CO[Si](C)(C)C(C)(C)C)cc32)sc1C(N)=O)c1ccc(C#N)cc1Cl. Reaction SMILES: [C:1]([CH3:2])([CH3:3])([CH3:4])[Si:5]([O:6][CH2:7][c:8]1[cH:9][c:10]2[c:11]([cH:12][n:13]1)[n:14][cH:15][n:16]2-[c:17]1[cH:18][c:19]([O:26][CH:27]([CH3:28])[c:29]2[c:30]([Cl:37])[cH:31][c:32]([C:35]#[N:36])[cH:33][cH:34]2)[c:20]([C:22]([O:24][CH3:23])=[O:25])[s:21]1)([CH3:38])[CH3:39].[CH3:41][OH:42].[NH3:40]>>[C:1]([CH3:2])([CH3:3])([CH3:4])[Si:5]([O:6][CH2:7][c:8]1[cH:9][c:10]2[c:11]([cH:12][n:13]1)[n:14][cH:15][n:16]2-[c:17]1[cH:18][c:19]([O:26][CH:27]([CH3:28])[c:29]2[c:30]([Cl:37])[cH:31][c:32]([C:35]#[N:36])[cH:33][cH:34]2)[c:20]([C:22](=[O:24])[NH2:40])[s:21]1)([CH3:38])[CH3:39]. Reactants: O=C(OO)c1cccc(Cl)c1, Clc1cc2ccccc2cn1, ClCCl, c1ccccc1. Yields the product [O-][n+]1cc2ccccc2cc1Cl. As a reaction SMILES: [Cl:12][c:13]1[cH:14][cH:15][cH:16][c:17]([C:18]([O:19][OH:21])=[O:20])[cH:22]1.[Cl:1][c:2]1[n:3][cH:4][c:5]2[cH:6][cH:7][cH:8][cH:9][c:10]2[cH:11]1.[Cl:29][CH2:30][Cl:31].[cH:23]1[cH:24][cH:25][cH:26][cH:27][cH:28]1>>[Cl:1][c:2]1[n+:3]([O-:20])[cH:4][c:5]2[cH:6][cH:7][cH:8][cH:9][c:10]2[cH:11]1. Starting materials: ClC1=CC=C(CN2C(NC3=CC(=CC=C3C2=O)C(=O)O)=O)C=C1 (3-(4-chloro-benzyl)-2,4-dioxoquinazoline-7-carboxylic acid), N1(CCOCC1)CCCN (3-morpholine-4-yl-propylamine). The product is N1(CCOCC1)CCCNC(=O)C1=CC=C2C(N(C(NC2=C1)=O)CC1=CC=C(C=C1)Cl)=O (3-(4-Chloro-benzyl)-2,4-dioxo-1,2,3,4-tetrahydro-quinazoline-7-carboxylic acid (3-morpholine-4-yl-propyl)-amide). RXN SMILES: [Cl:1][C:2]1[CH:23]=[CH:22][C:5]([CH2:6][N:7]2[C:16](=[O:17])[C:15]3[C:10](=[CH:11][C:12]([C:18]([OH:20])=O)=[CH:13][CH:14]=3)[NH:9][C:8]2=[O:21])=[CH:4][CH:3]=1.[N:24]1([CH2:30][CH2:31][CH2:32][NH2:33])[CH2:29][CH2:28][O:27][CH2:26][CH2:25]1>>[N:24]1([CH2:30][CH2:31][CH2:32][NH:33][C:18]([C:12]2[CH:11]=[C:10]3[C:15]([C:16](=[O:17])[N:7]([CH2:6][C:5]4[CH:22]=[CH:23][C:2]([Cl:1])=[CH:3][CH:4]=4)[C:8](=[O:21])[NH:9]3)=[CH:14][CH:13]=2)=[O:20])[CH2:29][CH2:28][O:27][CH2:26][CH2:25]1. Reported procedure: 30 mg (25%) of the target compound was obtained in the same manner of Example 1, using 3-(4-chloro-benzyl)-2,4-dioxoquinazoline-7-carboxylic acid (90 mg, 0.272 mol) obtained in Example 1 and 3-morpholine-4-yl-propylamine (87 mL, 0.598 mmol). Reactants: CC(=O)[O-], CC(=O)[O-], CC(=O)[O-], CC(=O)[O-], O=C(OCc1ccccc1)N1CCC(CO)CC1, ClCCl, CCOC(=O)C=[N+]=[N-], [Rh+3], [Rh+3]. Product: CCOC(=O)COCC1CCN(C(=O)OCc2ccccc2)CC1. As a reaction SMILES: [C:27]([O-:28])(=[O:29])[CH3:30].[C:31]([O-:32])(=[O:33])[CH3:34].[C:35]([O-:36])(=[O:37])[CH3:38].[C:39]([O-:40])(=[O:41])[CH3:42].[CH2:1]([c:2]1[cH:3][cH:4][cH:5][cH:6][cH:7]1)[O:8][C:9](=[O:10])[N:11]1[CH2:12][CH2:13][CH:14]([CH2:17][OH:18])[CH2:15][CH2:16]1.[Cl:45][CH2:46][Cl:47].[N+:19](=[N-:20])=[CH:21][C:22](=[O:23])[O:24][CH2:25][CH3:26].[Rh+3:43].[Rh+3:44]>>[CH2:1]([c:2]1[cH:3][cH:4][cH:5][cH:6][cH:7]1)[O:8][C:9](=[O:10])[N:11]1[CH2:12][CH2:13][CH:14]([CH2:17][O:18][CH2:21][C:22](=[O:23])[O:24][CH2:25][CH3:26])[CH2:15][CH2:16]1. Reactants: O1C=C(C=C1)C(=O)O (furan-3-carboxylic acid), [Li]CCCC (BuLi), II (iodine), O (Water). The solvent is O1CCCC1 (tetrahydrofuran), O1CCCC1 (tetrahydrofuran). Run at time 0.5 hour. The product is IC=1OC=CC1C(=O)O (2-Iodofuran-3-carboxylic acid). Isolated yield 58.5%. Reaction SMILES: [O:1]1[CH:5]=[CH:4][C:3]([C:6]([OH:8])=[O:7])=[CH:2]1.[Li]CCCC.[I:14]I.O>O1CCCC1>[I:14][C:2]1[O:1][CH:5]=[CH:4][C:3]=1[C:6]([OH:8])=[O:7]. Procedure details: To a stirring solution of furan-3-carboxylic acid (5 g, 44.6 mmol) in anhydrous tetrahydrofuran (200 ml) under a nitrogen atmosphere at −78° C. was added BuLi (44.6 ml, 112 mmol) dropwise. After stirring for 0.5 h, cooling was switched off and the mixture allowed to warm to room temperature. During warming, iodine (12.5 g, 49.1 mmol) as a solution in anhydrous tetrahydrofuran (30 ml) and added dropwise to the stirring mixture. Water was added (100 ml) and the organic solvents were removed in vac...